This data is from the Open Reaction Database (ORD), a public repository of structured organic reaction records. The task is: describe an organic reaction: reactants, conditions, products, and yield Yields the product FC1=C2C(C(=CN(C2=C(C(=C1F)F)F)C1=C(C=C(C=C1)F)F)C(=O)O)=O (5,6,7,8-Tetrafluoro-1-(2,4-difluorophenyl)-1,4-dihydro-4-oxo-3-quinolinecarboxylic acid). RXN SMILES: [F:1][C:2]1[C:11]([F:12])=[C:10]([F:13])[C:9]([F:14])=[C:8]2[C:3]=1[C:4](=[O:28])[C:5]([C:23]([O:25]CC)=[O:24])=[CH:6][N:7]2[C:15]1[CH:20]=[CH:19][C:18]([F:21])=[CH:17][C:16]=1[F:22].S(=O)(=O)(O)O.C(O)(=O)C>O>[F:1][C:2]1[C:11]([F:12])=[C:10]([F:13])[C:9]([F:14])=[C:8]2[C:3]=1[C:4](=[O:28])[C:5]([C:23]([OH:25])=[O:24])=[CH:6][N:7]2[C:15]1[CH:20]=[CH:19][C:18]([F:21])=[CH:17][C:16]=1[F:22]. Reported procedure: 40.1 g of ethyl 5,6,7,8-tetrafluoro-1-(2,4-difluorophenyl)-1,4-dihydro-4-oxo-3-quinolinecarboxylate are added to a mixture of 28.5 ml of concentrated sulphuric acid, 250 ml of glacial acetic acid and 200 ml of water and the mixture is heated under reflux for 2 hours. The hot solution is poured onto ice and the precipitate is filtered off with suction, washed with water and dried. 34.5 g of the title compound of melting point 250°-252° C. are obtained. Isolated yield 92.5%. The solvent is O (water). Reactants: FC1=C2C(C(=CN(C2=C(C(=C1F)F)F)C1=C(C=C(C=C1)F)F)C(=O)OCC)=O (ethyl 5,6,7,8-tetrafluoro-1-(2,4-difluorophenyl)-1,4-dihydro-4-oxo-3-quinolinecarboxylate), S(O)(O)(=O)=O (sulphuric acid), C(C)(=O)O (acetic acid).